Dataset: the Open Reaction Database (ORD), a public repository of structured organic reaction records. Task: describe an organic reaction: reactants, conditions, products, and yield The reactants are [O-]C#N.[Na+] (sodium cyanate), BrCC(=O)C1=CC=C(C=C1)C (2-bromo-4′-methylacetophenone), C(C)(=O)[O-].[Na+] (Sodium acetate), NC1CCN(CC1)C(=O)OC(C)(C)C (t-butyl 4-aminopiperidine-1-carboxylate). Solvent: O (water), C(C)(=O)O (acetic acid), C(C)#N (acetonitrile), C(C)#N (acetonitrile). Conditions: time 5 minute. The product is CC1=CC=C(C=C1)C=1NC(N(C1)C1CCN(CC1)C(=O)OC(C)(C)C)=O (tert-Butyl 4-[4-(4-methylphenyl)-2-oxo-2,3-dihydro-1H-imidazol-1-yl]piperidine-1-carboxylate). As a reaction SMILES: C([O-])(=O)C.[Na+].[NH2:6][CH:7]1[CH2:12][CH2:11][N:10]([C:13]([O:15][C:16]([CH3:19])([CH3:18])[CH3:17])=[O:14])[CH2:9][CH2:8]1.Br[CH2:21][C:22]([C:24]1[CH:29]=[CH:28][C:27]([CH3:30])=[CH:26][CH:25]=1)=O.[O-:31][C:32]#[N:33].[Na+]>C(#N)C.O.C(O)(=O)C>[CH3:30][C:27]1[CH:28]=[CH:29][C:24]([C:22]2[NH:33][C:32](=[O:31])[N:6]([CH:7]3[CH2:8][CH2:9][N:10]([C:13]([O:15][C:16]([CH3:19])([CH3:18])[CH3:17])=[O:14])[CH2:11][CH2:12]3)[CH:21]=2)=[CH:25][CH:26]=1 |f:0.1,4.5|. Procedure details: Sodium acetate (41 mg, 0.50 mmol) was added to a solution of t-butyl 4-aminopiperidine-1-carboxylate (100 mg, 0.50 mmol) in acetonitrile (2 mL) at 0° C. After 5 min, 2-bromo-4′-methylacetophenone (106.4 mg, 0.50 mmol) in acetonitrile (1 mL) was added and the mixture was allowed to warm to ambient temperature. After 1.5 h, sodium cyanate (97.4 mg, 1.5 mmol), acetic acid (100 uL) and water (80 uL) were added to the reaction mixture. After 16 h, the mixture was concentrated to give the title compou... RXN SMILES: [C:1]([NH:4][C:5]1[NH:6][C:7](=[O:21])[C:8]([CH2:18][CH:19]=O)=[C:9]([N:11]([C:15](=[O:17])[CH3:16])[C:12](=[O:14])[CH3:13])[N:10]=1)(=[O:3])[CH3:2].[NH2:22][C:23]1[CH:42]=[CH:41][C:26]([C:27]([NH:29][C@H:30]([C:37]([O:39][CH3:40])=[O:38])[CH2:31][CH2:32][C:33]([O:35][CH3:36])=[O:34])=[O:28])=[CH:25][CH:24]=1.C([BH3-])#N.[Na+]>C(O)(=O)C>[C:1]([NH:4][C:5]1[NH:6][C:7](=[O:21])[C:8]([CH2:18][CH2:19][NH:22][C:23]2[CH:24]=[CH:25][C:26]([C:27]([NH:29][C@H:30]([C:37]([O:39][CH3:40])=[O:38])[CH2:31][CH2:32][C:33]([O:35][CH3:36])=[O:34])=[O:28])=[CH:41][CH:42]=2)=[C:9]([N:11]([C:15](=[O:17])[CH3:16])[C:12](=[O:14])[CH3:13])[N:10]=1)(=[O:3])[CH3:2] |f:2.3|. Conditions: time 30 minute. Procedure: A solution of 2-(2-acetylamino-4-diacetylamino-1,6-dihydro-6-oxo-5-pyrimidinyl)acetaldehyde (1.74 g, 5.92 mmol) and dimethyl N-(4-aminobenzoyl)-L-glutamate (J. Am. Chem. Soc., 1958, 80, 5779) (1.74 g, 5.92 mmol) in acetic acid (90 ml) was stirred for 10 minutes. Sodium cyanoborohydride (0.84 g, 13.4 mmol) was added in small portions over 1 hour. After an additional 30 minutes, the reaction was spin evaporated in vacuo to a thick oil. The oil was dissolved in ethyl acetate (500 ml) and washed wit... Run in C(C)(=O)O (acetic acid). Reactants: C(C)(=O)NC=1NC(C(=C(N1)N(C(C)=O)C(C)=O)CC=O)=O (2-(2-acetylamino-4-diacetylamino-1,6-dihydro-6-oxo-5-pyrimidinyl)acetaldehyde), NC1=CC=C(C(=O)N[C@@H](CCC(=O)OC)C(=O)OC)C=C1 (dimethyl N-(4-aminobenzoyl)-L-glutamate), C(#N)[BH3-].[Na+] (Sodium cyanoborohydride). Yields the product C(C)(=O)NC=1NC(C(=C(N1)N(C(C)=O)C(C)=O)CCNC1=CC=C(C(=O)N[C@@H](CCC(=O)OC)C(=O)OC)C=C1)=O (dimethyl N-[4-[2-(2-acetylamino-4-diacetylamino-1,6-dihydro-6-oxo-5-pyrimidinyl)ethylamino]benzoyl]-L-glutamate). Yield: 44.3%. Starting materials: O=C1CCC(C2=CC=CC=C12)NC(C)=O (N-(1,2,3,4-tetrahydro-4-oxo-1-naphthyl)acetamide), Cl (hydrochloric acid). The solvent is O (water). Yields the product O=C1CCC(C2=CC=CC=C12)N (1,2,3,4-Tetrahydro-4-oxo-1-naphthylamine). Reaction SMILES: [O:1]=[C:2]1[C:11]2[C:6](=[CH:7][CH:8]=[CH:9][CH:10]=2)[CH:5]([NH:12]C(=O)C)[CH2:4][CH2:3]1.Cl>O>[O:1]=[C:2]1[C:11]2[C:6](=[CH:7][CH:8]=[CH:9][CH:10]=2)[CH:5]([NH2:12])[CH2:4][CH2:3]1. Procedure: A mixture of 41.4 g. of crude N-(1,2,3,4-tetrahydro-4-oxo-1-naphthyl)acetamide, 300 ml. of concentrated hydrochloric acid and 250 ml. of water is stirred and heated at reflux overnight. The mixture is decanted, filtered, and the cooled filtrate is extracted with 300 ml. of chloroform. The aqueous solution is evaporated to dryness in vacuo to afford 26.55 g. of the title product.